describe an organic reaction: reactants, conditions, products, and yield From a dataset of the Open Reaction Database (ORD), a public repository of structured organic reaction records. Reactants: [O-]C#N.[Na+] (sodium cyanate), NC1=CC=C(C=C1)C1=C2CNC(C2=C(C=C1)C=1N(C2=CC=C(C=C2C1)CN1CCCCC1)C(=O)OC(C)(C)C)=O (4-(4-Aminophenyl)-7-[1-(tert-butoxycarbonyl)-5-(piperidinomethyl)indol-2-yl]isoindolinone), C(O)([O-])=O.[Na+] (sodium hydrogencarbonate). The solvent is O (water), C(C)(=O)O (acetic acid). Conditions: temperature 40 celsius, time 2.3 hour. The product is N(C(=O)N)C1=CC=C(C=C1)C1=C2CNC(C2=C(C=C1)C=1N(C2=CC=C(C=C2C1)CN1CCCCC1)C(=O)OC(C)(C)C)=O (4-(4-ureidophenyl)-7-[1-(tert-butoxycarbonyl)-5-(piperidinomethyl)indol-2-yl]isoindolinone). The yield is 56.0%. Reaction SMILES: [NH2:1][C:2]1[CH:7]=[CH:6][C:5]([C:8]2[CH:16]=[CH:15][C:14]([C:17]3[N:18]([C:33]([O:35][C:36]([CH3:39])([CH3:38])[CH3:37])=[O:34])[C:19]4[C:24]([CH:25]=3)=[CH:23][C:22]([CH2:26][N:27]3[CH2:32][CH2:31][CH2:30][CH2:29][CH2:28]3)=[CH:21][CH:20]=4)=[C:13]3[C:9]=2[CH2:10][NH:11][C:12]3=[O:40])=[CH:4][CH:3]=1.[O-:41][C:42]#[N:43].[Na+].C(=O)([O-])O.[Na+]>C(O)(=O)C.O>[NH:1]([C:2]1[CH:3]=[CH:4][C:5]([C:8]2[CH:16]=[CH:15][C:14]([C:17]3[N:18]([C:33]([O:35][C:36]([CH3:37])([CH3:39])[CH3:38])=[O:34])[C:19]4[C:24]([CH:25]=3)=[CH:23][C:22]([CH2:26][N:27]3[CH2:32][CH2:31][CH2:30][CH2:29][CH2:28]3)=[CH:21][CH:20]=4)=[C:13]3[C:9]=2[CH2:10][NH:11][C:12]3=[O:40])=[CH:6][CH:7]=1)[C:42]([NH2:43])=[O:41] |f:1.2,3.4|. Procedure: 4-(4-Aminophenyl)-7-[1-(tert-butoxycarbonyl)-5-(piperidinomethyl)indol-2-yl]isoindolinone (39.2 mg, 0.0730 mmol) was dissolved in acetic acid (1.57 mL) and water (1.57 mL), and the solution was added with aqueous sodium cyanate solution (0.139 mol/L, 1.57 mL, 0.219 mmol), followed by stirring at 40° C. for 2.3 hours. The reaction mixture was added with saturated aqueous sodium hydrogencarbonate solution and extracted with ethyl acetate. The organic layer was washed with saturated brine and dried... The reactants are C1(CCCC2=CC=CC=C12)=O (tetralone), C1OC=2C=C3C(CC(C(C3=CC2O1)C1=CC(=C(C(=C1)OC)OC)OC)C(=O)O)=O (1,2,3,4-tetrahydro-6,7-methylenedioxy-4-oxo-1-(3,4,5-trimethoxyphenyl)naphthalene-2-carboxylic acid), [BH4-].[Na+] (sodium borohydride). The product is C1OC=2C=C3C(CC(C(C3=CC2O1)C1=CC(=C(C(=C1)OC)OC)OC)C(=O)O)O (1,2,3,4-Tetrahydro-6,7-methylenedioxy-4-hydroxy-1-(3,4,5-trimethoxyphenyl)naphthalene-2-carboxylic acid). As a reaction SMILES: C1(=O)C2C(=CC=CC=2)CCC1.[CH2:12]1[O:24][C:23]2[CH:22]=[C:21]3[C:16]([C:17](=[O:40])[CH2:18][CH:19]([C:37]([OH:39])=[O:38])[CH:20]3[C:25]3[CH:30]=[C:29]([O:31][CH3:32])[C:28]([O:33][CH3:34])=[C:27]([O:35][CH3:36])[CH:26]=3)=[CH:15][C:14]=2[O:13]1.[BH4-].[Na+]>>[CH2:12]1[O:24][C:23]2[CH:22]=[C:21]3[C:16]([CH:17]([OH:40])[CH2:18][CH:19]([C:37]([OH:39])=[O:38])[CH:20]3[C:25]3[CH:26]=[C:27]([O:35][CH3:36])[C:28]([O:33][CH3:34])=[C:29]([O:31][CH3:32])[CH:30]=3)=[CH:15][C:14]=2[O:13]1 |f:2.3|. Procedure: The tetralone VIb prepared in Example 2 was hydrolyzed according to the procedure described by W. S. Murphy and S. Wattanasin, J.C.S. Perkin I, 271 (1982), and the resulting 1,2,3,4-tetrahydro-6,7-methylenedioxy-4-oxo-1-(3,4,5-trimethoxyphenyl)naphthalene-2-carboxylic acid (VId) was treated with sodium borohydride according to the general procedure described by W. J. Gensler et al., J. Am. Chem. Soc. 82, 1714 (1960) to give the title compound as a crystalline solid; m.p. 191.5°-193° C. (reported... Starting materials: N1(C=NC=C1)C(CO)C (2-(1H-1-imidazolyl)-1-propanol), N1(C=NC=C1)CCOC=1C=C2CCCC(C2=CC1)=O (6-[2-(1H-1-imidazolyl)ethoxy]-1,2,3,4-tetrahydro-1-naphthalenone). Product: N1(C=NC=C1)C(COC=1C=C2CCCC(C2=CC1)=O)C (6-[2-(1H-1-Imidazolyl)propoxy]-1,2,3,4-tetrahydro-1-naphthalenone). The yield is 49.0%. RXN SMILES: [N:1]1([CH:6]([CH3:9])[CH2:7][OH:8])[CH:5]=[CH:4][N:3]=[CH:2]1.N1(CCO[C:18]2[CH:19]=[C:20]3[C:25](=[CH:26][CH:27]=2)[C:24](=[O:28])[CH2:23][CH2:22][CH2:21]3)C=CN=C1>>[N:1]1([CH:6]([CH3:9])[CH2:7][O:8][C:18]2[CH:19]=[C:20]3[C:25](=[CH:26][CH:27]=2)[C:24](=[O:28])[CH2:23][CH2:22][CH2:21]3)[CH:5]=[CH:4][N:3]=[CH:2]1. Procedure details: Following the procedure of Example 76, but using 1.79 g (14.2 mmol) of 2-(1H-1-imidazolyl)-1-propanol and 2.0 g (12.3 mmol) of 6-[2-(1H-1-imidazolyl)ethoxy]-1,2,3,4-tetrahydro-1-naphthalenone, there was obtained 1.63 g (49% yield) of the product as a white solid, mp 132-135° C. The structure was confirmed by NMR and mass spectroscopy. MS m/z 271 (M+H+). The reactants are COC(=O)CSC1CCCC1CCc1cc(C(C)(C)C)cc(C(C)(C)C)c1, CO, Cl, [Na+], [OH-]. Product: CC(C)(C)c1cc(CCC2CCCC2SCC(=O)O)cc(C(C)(C)C)c1. Reaction SMILES: [CH3:1][O:2][C:3]([CH2:4][S:5][CH:6]1[CH:7]([CH2:11][CH2:12][c:13]2[cH:14][c:15]([C:23]([CH3:24])([CH3:25])[CH3:26])[cH:16][c:17]([C:19]([CH3:20])([CH3:21])[CH3:22])[cH:18]2)[CH2:8][CH2:9][CH2:10]1)=[O:27].[CH3:31][OH:32].[ClH:30].[Na+:29].[OH-:28]>>[O:2]=[C:3]([CH2:4][S:5][CH:6]1[CH:7]([CH2:11][CH2:12][c:13]2[cH:14][c:15]([C:23]([CH3:24])([CH3:25])[CH3:26])[cH:16][c:17]([C:19]([CH3:20])([CH3:21])[CH3:22])[cH:18]2)[CH2:8][CH2:9][CH2:10]1)[OH:27]. Starting materials: OC1=C(C=C(C=C1)CCCC(=O)OC)C1=C(C=CC(=C1)CCCC(=O)OC)O (2,2'-dihydroxy-5,5'-bis (3-methoxycarbonylpropyl) biphenyl), FC1=C(CBr)C=CC(=C1)Br (2-fluoro-4-bromobenzyl bromide), C([O-])([O-])=O.[K+].[K+] (potassium carbonate). Solvent: CN(C)C=O (DMF). Reaction conditions: time 2 hour. Yields the product FC1=C(COC2=C(C=C(C=C2)CCCC(=O)OC)C2=C(C=CC(=C2)CCCC(=O)OC)O)C=CC(=C1)Br (2-(2-fluoro-4-bromobenzyloxy)-2'-hydroxy-5, 5'-bis(3-methoxycarbonylpropyl) biphenyl). As a reaction SMILES: [OH:1][C:2]1[CH:7]=[CH:6][C:5]([CH2:8][CH2:9][CH2:10][C:11]([O:13][CH3:14])=[O:12])=[CH:4][C:3]=1[C:15]1[CH:20]=[C:19]([CH2:21][CH2:22][CH2:23][C:24]([O:26][CH3:27])=[O:25])[CH:18]=[CH:17][C:16]=1[OH:28].[F:29][C:30]1[CH:37]=[C:36]([Br:38])[CH:35]=[CH:34][C:31]=1[CH2:32]Br.C(=O)([O-])[O-].[K+].[K+]>CN(C=O)C>[F:29][C:30]1[CH:37]=[C:36]([Br:38])[CH:35]=[CH:34][C:31]=1[CH2:32][O:1][C:2]1[CH:7]=[CH:6][C:5]([CH2:8][CH2:9][CH2:10][C:11]([O:13][CH3:14])=[O:12])=[CH:4][C:3]=1[C:15]1[CH:20]=[C:19]([CH2:21][CH2:22][CH2:23][C:24]([O:26][CH3:27])=[O:25])[CH:18]=[CH:17][C:16]=1[OH:28] |f:2.3.4|. Reported procedure: To 5 ml of a DMF solution containing 200 mg (0.5181 mmol) of 2,2'-dihydroxy-5,5'-bis (3-methoxycarbonylpropyl) biphenyl and 0.731 ml (5.181 mmol) of 2-fluoro-4-bromobenzyl bromide, there were added 85.8 mg (0.6217 mmol) of anhydrous potassium carbonate and the resulting mixture was agitated for 2 hours at room temperature. The reaction mixture was filtered by suction through Celite to remove the solid matter and the filtrate was washed with ethyl acetate. After the solvent in the filtrate was ev... Product: COc1cc(N2CCN(C(=O)Cn3nc(C(F)(F)F)c(Cl)c3C(C)O)CC2)ccc1Cl. Starting materials: CS(C)=O, CC=O, COc1cc(N2CCN(C(=O)Cn3nc(C(F)(F)F)c(Cl)c3I)CC2)ccc1Cl, Cl[Ni]Cl. As a reaction SMILES: [CH3:33][S:34]([CH3:35])=[O:36].[CH:30]([CH3:31])=[O:32].[Cl:1][c:2]1[c:3]([C:26]([F:27])([F:28])[F:29])[n:4][n:5]([CH2:8][C:9](=[O:10])[N:11]2[CH2:12][CH2:13][N:14]([c:17]3[cH:18][c:19]([O:24][CH3:25])[c:20]([Cl:23])[cH:21][cH:22]3)[CH2:15][CH2:16]2)[c:6]1[I:7].[Ni:37]([Cl:38])[Cl:39]>>[Cl:1][c:2]1[c:3]([C:26]([F:27])([F:28])[F:29])[n:4][n:5]([CH2:8][C:9](=[O:10])[N:11]2[CH2:12][CH2:13][N:14]([c:17]3[cH:18][c:19]([O:24][CH3:25])[c:20]([Cl:23])[cH:21][cH:22]3)[CH2:15][CH2:16]2)[c:6]1[CH:30]([CH3:31])[OH:32]. Reactants: C(C)(C)(C)OC(CC(C(CBr)=O)NC(=O)OCC1=CC=CC=C1)=O (3-benzyloxycarbonylamino-5-bromo-4-oxo-pentanoic acid tert-butyl ester), CC1=C(C(=O)O)C(=CC=C1)C (2,6-dimethyl benzoic acid), [F-].[K+] (KF). Solvent: CN(C)C=O (DMF), CCOC(=O)C (EtOAc). Reaction conditions: time 12 hour. Yields the product C(C1=CC=CC=C1)OC(=O)NC(C(COC(C1=C(C=CC=C1C)C)=O)=O)CC(=O)OC(C)(C)C (2,6-dimethyl-benzoic acid 3-benzyloxycarbonylamino-4-tert-butoxycarbonyl-2-oxo-butyl ester). RXN SMILES: [C:1]([O:5][C:6](=[O:24])[CH2:7][CH:8]([NH:13][C:14]([O:16][CH2:17][C:18]1[CH:23]=[CH:22][CH:21]=[CH:20][CH:19]=1)=[O:15])[C:9](=[O:12])[CH2:10]Br)([CH3:4])([CH3:3])[CH3:2].[CH3:25][C:26]1[CH:34]=[CH:33][CH:32]=[C:31]([CH3:35])[C:27]=1[C:28]([OH:30])=[O:29].[F-].[K+]>CN(C=O)C.CCOC(C)=O>[CH2:17]([O:16][C:14]([NH:13][CH:8]([CH2:7][C:6]([O:5][C:1]([CH3:4])([CH3:3])[CH3:2])=[O:24])[C:9](=[O:12])[CH2:10][O:30][C:28](=[O:29])[C:27]1[C:31]([CH3:35])=[CH:32][CH:33]=[CH:34][C:26]=1[CH3:25])=[O:15])[C:18]1[CH:23]=[CH:22][CH:21]=[CH:20][CH:19]=1 |f:2.3|. Procedure details: A heterogeneous solution containing 3-benzyloxycarbonylamino-5-bromo-4-oxo-pentanoic acid tert-butyl ester, 109, (9.89 g, 24.7 mmol), 2,6-dimethyl benzoic acid (4.45 g, 29.6 mmol), and KF (3.58 g, 61.8 mmol) in 250 mL of DMF is stirred at rt for 12 h. The solution is diluted with EtOAc, washed with water, saturated NaHCO3, and brine, dried (MgSO4), and concentrated in vacuo. Purification of the crude material by flash chromatography on silica gel (hexane/EtOAc) yields 11.3 g of the desired produ...